Dataset: the Open Reaction Database (ORD), a public repository of structured organic reaction records. Task: describe an organic reaction: reactants, conditions, products, and yield Starting materials: C(Cl)Cl (CH2Cl2), C(=O)([O-])[O-].[Na+].[Na+] (Na2CO3), BrC1=CC=CC(=N1)N[C@@H]1CC12CCOCC2 ((R)-6-bromo-N-(6-oxaspiro[2.5]octan-1-yl)pyridin-2-amine), ClC=1C(=CC(=NC1)F)B(O)O (5-chloro-2-fluoropyridin-4-ylboronic acid). The reagents and catalysts are C1=CC=C(C=C1)P([C-]2C=CC=C2)C3=CC=CC=C3.C1=CC=C(C=C1)P([C-]2C=CC=C2)C3=CC=CC=C3.Cl[Pd]Cl.[Fe+2] (PdCl2(dppf)). Run in COCCOC (DME), CCOC(=O)C (EtOAc), CO (MeOH). Yields the product ClC=1C(=CC(=NC1)F)C1=NC(=CC=C1)N[C@@H]1CC12CCOCC2 ((R)-5′-chloro-2′-fluoro-N-(6-oxaspiro[2.5]octan-1-yl)-2,4′-bipyridin-6-amine). The yield is 89.9%. As a reaction SMILES: Br[C:2]1[N:7]=[C:6]([NH:8][C@H:9]2[C:11]3([CH2:16][CH2:15][O:14][CH2:13][CH2:12]3)[CH2:10]2)[CH:5]=[CH:4][CH:3]=1.[Cl:17][C:18]1[C:19](B(O)O)=[CH:20][C:21]([F:24])=[N:22][CH:23]=1.C(Cl)Cl.C([O-])([O-])=O.[Na+].[Na+]>COCCOC.CCOC(C)=O.CO.C1C=CC(P(C2C=CC=CC=2)[C-]2C=CC=C2)=CC=1.C1C=CC(P(C2C=CC=CC=2)[C-]2C=CC=C2)=CC=1.Cl[Pd]Cl.[Fe+2]>[Cl:17][C:18]1[C:19]([C:2]2[CH:3]=[CH:4][CH:5]=[C:6]([NH:8][C@H:9]3[C:11]4([CH2:16][CH2:15][O:14][CH2:13][CH2:12]4)[CH2:10]3)[N:7]=2)=[CH:20][C:21]([F:24])=[N:22][CH:23]=1 |f:3.4.5,9.10.11.12|. Procedure: A mixture of (R)-6-bromo-N-(6-oxaspiro[2.5]octan-1-yl)pyridin-2-amine (C, 100 mg, 0.35 mmol), 5-chloro-2-fluoropyridin-4-ylboronic acid (136 mg, 0.77 mmol), PdCl2(dppf).CH2Cl2 adduct (23 mg, 0.028 mmol) in DME (1 mL) and 2M Na2CO3 (97 mg, 0.92 mmol) in a sealed tube was heated at 103° C. for 2 hr. The mixture was allowed to cool to ambient temperature and was diluted with EtOAc (˜25 mL) and MeOH (˜5 mL), filtered off and concentrated in vacuo. The resulting residue was purified by column chromat... The reactants are ClC1=C(C=CC=C1)O (2-chlorophenol), [N+](=O)(O)[O-] (nitric acid), ClC=1C=C(C(=CC1Cl)[N+](=O)[O-])O (3,4-dichloro-6-nitrophenol). The product is ClC1=CC=CC(=C1O)[N+](=O)[O-] (6-chloro-2-nitrophenol). As a reaction SMILES: [Cl:1][C:2]1[CH:7]=[CH:6][CH:5]=[CH:4][C:3]=1[OH:8].[N+:9]([O-])([OH:11])=[O:10].ClC1C=C(O)C([N+]([O-])=O)=CC=1Cl>>[Cl:1][C:2]1[C:3]([OH:8])=[C:4]([N+:9]([O-:11])=[O:10])[CH:5]=[CH:6][CH:7]=1. Procedure: 6-chloro-2-nitrophenol (12A) was prepared by treating 2-chlorophenol with nitric acid according to the procedure described for preparing 9A, in Example 9. Starting materials: 39, stannic chloride, 28.4, ClC1=C(C=CC=C1C(=O)Cl)C (2-chloro-m-toluoyl chloride), S1C=CC=C1 (thiophene), ice water, Cl (hydrochloric acid). The solvent is C(Cl)Cl (methylene chloride), C(Cl)Cl (methylene chloride). Run at time 3 hour. Yields the product S1C(=CC=C1)C(=O)C=1C(=C(C=CC1)C)Cl (2-chloro-m-tolyl 2-thienyl ketone). RXN SMILES: [Cl:1][C:2]1[C:7]([C:8](Cl)=[O:9])=[CH:6][CH:5]=[CH:4][C:3]=1[CH3:11].[S:12]1[CH:16]=[CH:15][CH:14]=[CH:13]1.Cl>C(Cl)Cl>[S:12]1[CH:16]=[CH:15][CH:14]=[C:13]1[C:8]([C:7]1[C:2]([Cl:1])=[C:3]([CH3:11])[CH:4]=[CH:5][CH:6]=1)=[O:9]. Procedure details: To a stirred and cooled mixture of 28.4 parts of 2-chloro-m-toluoyl chloride, 12.6 parts of thiophene and 80 parts of methylene chloride is added dropwise a mixture of 39 parts of stannic chloride in 40 parts of methylene chloride at 10° C. Upon completion, stirring is continued first for 2 hours a 20° C and further for 3 hours at reflux. The reaction mixture is poured onto a mixture of ice-water and concentrated hydrochloric acid solution. The methylene chloride solution is separated, washed th...